From a dataset of the Open Reaction Database (ORD), a public repository of structured organic reaction records. describe an organic reaction: reactants, conditions, products, and yield The reactants are O=C(c1ccccc1)n1c(=O)c2cnc3c(cnn3-c3ccccc3)c2n2ncnc12, CN(C)CCl, CN(C)CCCCl. Yields the product CN(C)Cn1c(=O)c2cnc3c(cnn3-c3ccccc3)c2n2ncnc12. As a reaction SMILES: [C:13](=[O:14])([c:15]1[cH:16][cH:17][cH:18][cH:19][cH:20]1)[n:21]1[c:22]2[n:23]([c:24]3[c:25]([c:26]1=[O:27])[cH:28][n:29][c:30]1[c:31]3[cH:32][n:33][n:34]1-[c:35]1[cH:36][cH:37][cH:38][cH:39][cH:40]1)[n:41][cH:42][n:43]2.[CH3:1][N:2]([CH3:3])[CH2:4][Cl:5].[CH3:6][N:7]([CH3:8])[CH2:9][CH2:10][CH2:11][Cl:12]>>[CH3:1][N:2]([CH3:3])[CH2:4][n:21]1[c:22]2[n:23]([c:24]3[c:25]([c:26]1=[O:27])[cH:28][n:29][c:30]1[c:31]3[cH:32][n:33][n:34]1-[c:35]1[cH:36][cH:37][cH:38][cH:39][cH:40]1)[n:41][cH:42][n:43]2. Procedure: To a solution of 20.80 g (108.7 mmol) of N-acetyl-4-tert-butyl aniline and 0.33 g (2 mmol) of ferric chloride in 70 ml of acetic acid is added dropwise 17.9 g (112 mmol) of bromine while the temperature is kept between 30° C. and 40° C. Then the reaction mixture is stirred 4 hours and poured into 500 ml of ice water. The precipitate is filtered off, washed with water and recrystallized from 70% ethanol. Thus is obtained 24.33 g (83%) of title compound. The yield is 82.8%. As a reaction SMILES: [C:1]([NH:4][C:5]1[CH:10]=[CH:9][C:8]([C:11]([CH3:14])([CH3:13])[CH3:12])=[CH:7][CH:6]=1)(=[O:3])[CH3:2].[Br:15]Br>C(O)(=O)C>[C:1]([NH:4][C:5]1[CH:10]=[CH:9][C:8]([C:11]([CH3:14])([CH3:13])[CH3:12])=[CH:7][C:6]=1[Br:15])(=[O:3])[CH3:2]. Yields the product C(C)(=O)NC1=C(C=C(C=C1)C(C)(C)C)Br (N-Acetyl-2-bromo-4-tert-butyl aniline). Solvent: C(C)(=O)O (acetic acid). The reactants are ice water, C(C)(=O)NC1=CC=C(C=C1)C(C)(C)C (N-acetyl-4-tert-butyl aniline), ferric chloride, BrBr (bromine). Run at time 4 hour. Starting materials: [OH-].[Na+] (Sodium hydroxide), COC(CN(C(C1=CC(=CC(=C1)OCCCCCCCCCCCCCCCCCC)[N+](=O)[O-])=O)CC(=O)OC)=O (N-(2-methoxy-2-oxoethyl)-N-[3-nitro-5-(octadecyloxy)benzoyl]glycine methyl ester). Yields the product C(=O)(O)CN(CC(=O)O)C(C1=CC(=CC(=C1)OCCCCCCCCCCCCCCCCCC)[N+](=O)[O-])=O (N-(carboxymethyl)-N-[3-nitro-5-(octadecyloxy)benzoyl]glycine). Yield: 92.0%. As a reaction SMILES: [OH-].[Na+].C[O:4][C:5](=[O:43])[CH2:6][N:7]([CH2:38][C:39]([O:41]C)=[O:40])[C:8](=[O:37])[C:9]1[CH:14]=[C:13]([O:15][CH2:16][CH2:17][CH2:18][CH2:19][CH2:20][CH2:21][CH2:22][CH2:23][CH2:24][CH2:25][CH2:26][CH2:27][CH2:28][CH2:29][CH2:30][CH2:31][CH2:32][CH3:33])[CH:12]=[C:11]([N+:34]([O-:36])=[O:35])[CH:10]=1>>[C:39]([CH2:38][N:7]([C:8](=[O:37])[C:9]1[CH:14]=[C:13]([O:15][CH2:16][CH2:17][CH2:18][CH2:19][CH2:20][CH2:21][CH2:22][CH2:23][CH2:24][CH2:25][CH2:26][CH2:27][CH2:28][CH2:29][CH2:30][CH2:31][CH2:32][CH3:33])[CH:12]=[C:11]([N+:34]([O-:36])=[O:35])[CH:10]=1)[CH2:6][C:5]([OH:43])=[O:4])([OH:41])=[O:40] |f:0.1|. Reported procedure: Sodium hydroxide hydrolysis of N-(2-methoxy-2-oxoethyl)-N-[3-nitro-5-(octadecyloxy)benzoyl]glycine methyl ester gave a 92% yield of N-(carboxymethyl)-N-[3-nitro-5-(octadecyloxy)benzoyl]glycine, mp 110°-112°. Reactants: CCOC(=O)C1CC(O[Si](C)(C)C(C)(C)C)CC1CO, Oc1ccc(O)nn1. The product is CCOC(=O)C1CC(O[Si](C)(C)C(C)(C)C)CC1COc1ccc(O)nn1. RXN SMILES: [CH2:1]([CH3:2])[O:3][C:4](=[O:5])[CH:6]1[CH:7]([CH2:19][OH:20])[CH2:8][CH:9]([O:11][Si:12]([CH3:13])([CH3:14])[C:15]([CH3:16])([CH3:17])[CH3:18])[CH2:10]1.[n:21]1[n:22][c:23]([OH:28])[cH:24][cH:25][c:26]1[OH:27]>>[CH2:1]([CH3:2])[O:3][C:4](=[O:5])[CH:6]1[CH:7]([CH2:19][O:20][c:23]2[n:22][n:21][c:26]([OH:27])[cH:25][cH:24]2)[CH2:8][CH:9]([O:11][Si:12]([CH3:13])([CH3:14])[C:15]([CH3:16])([CH3:17])[CH3:18])[CH2:10]1. The reactants are NC=1C(C2=CC=CC=C2C(C1Cl)=O)=O (2-amino-3-chloro-1,4-dihydro-1,4-dioxonaphthalene), ClC1=CC=C(C(=O)Cl)C=C1 (4-chlorobenzoic acid chloride), S(O)(O)(=O)=O (sulfuric acid). Run in O1CCOCC1 (dioxane). The product is ClC1=CC=C(C=C1)C=1OC2=C(N1)C(C=1C=CC=CC1C2=O)=O (2-(4-chlorophenyl)-4,9-dihydro-4,9-dioxo-naphtho[2,3-d]oxazole). Isolated yield 33.6%. Reaction SMILES: [NH2:1][C:2]1[C:3](=[O:14])[C:4]2[C:9]([C:10](=[O:13])[C:11]=1Cl)=[CH:8][CH:7]=[CH:6][CH:5]=2.[Cl:15][C:16]1[CH:24]=[CH:23][C:19]([C:20](Cl)=[O:21])=[CH:18][CH:17]=1.S(=O)(=O)(O)O>O1CCOCC1>[Cl:15][C:16]1[CH:24]=[CH:23][C:19]([C:20]2[O:21][C:11]3[C:10](=[O:13])[C:9]4[CH:8]=[CH:7][CH:6]=[CH:5][C:4]=4[C:3](=[O:14])[C:2]=3[N:1]=2)=[CH:18][CH:17]=1. Reported procedure: To a solution of 5.0 g (24 mmol) of 2-amino-3-chloro-1,4-dihydro-1,4-dioxonaphthalene in 60 mL of dioxane, one adds at ambient temperature 15.3 mL (120 mmol) of 4-chlorobenzoic acid chloride and 0.5 mL of concentrated sulfuric acid. The reaction mixture is heated to reflux for 4 h, then evaporated to dryness, redissolved in 200 mL of dichloromethane, and neutralized at cold temperature with 100 mL of 10N sodium hydroxide. The organic phase is then washed three times with water and dried over cal... The reactants are BrB(Br)Br, ClCCl, COc1ccc2cc(-c3oc4ccccc4c3C(=O)CC(C)(C)C)ccc2c1. Yields the product CC(C)(C)CC(=O)c1c(-c2ccc3cc(O)ccc3c2)oc2ccccc12. RXN SMILES: [B:29]([Br:30])([Br:31])[Br:32].[CH2:33]([Cl:34])[Cl:35].[CH3:1][O:2][c:3]1[cH:4][c:5]2[cH:6][cH:7][c:8](-[c:13]3[o:14][c:15]4[c:16]([c:17]3[C:18]([CH2:19][C:20]([CH3:21])([CH3:22])[CH3:23])=[O:24])[cH:25][cH:26][cH:27][cH:28]4)[cH:9][c:10]2[cH:11][cH:12]1>>[OH:2][c:3]1[cH:4][c:5]2[cH:6][cH:7][c:8](-[c:13]3[o:14][c:15]4[c:16]([c:17]3[C:18]([CH2:19][C:20]([CH3:21])([CH3:22])[CH3:23])=[O:24])[cH:25][cH:26][cH:27][cH:28]4)[cH:9][c:10]2[cH:11][cH:12]1. Reactants: CC1=CC=C(C(=O)OC2=CC=C(C=C2)OCC2=CC=CC=C2)C=C1 (4-benzoxyphenyl 4-methylbenzoate). Reagents/catalysts: [Ni] (Raney nickel). The solvent is C(C)O (ethanol). Yields the product CC1=CC=C(C(=O)OC2=CC=C(C=C2)O)C=C1 (4-hydroxyphenyl 4-methylbenzoate). RXN SMILES: [CH3:1][C:2]1[CH:24]=[CH:23][C:5]([C:6]([O:8][C:9]2[CH:14]=[CH:13][C:12]([O:15]CC3C=CC=CC=3)=[CH:11][CH:10]=2)=[O:7])=[CH:4][CH:3]=1>[Ni].C(O)C>[CH3:1][C:2]1[CH:3]=[CH:4][C:5]([C:6]([O:8][C:9]2[CH:14]=[CH:13][C:12]([OH:15])=[CH:11][CH:10]=2)=[O:7])=[CH:23][CH:24]=1. Procedure details: 16.9 g (0.042 mol) of 4-benzoxyphenyl 4-methylbenzoate are added to 250 ml of ethanol and hydrogenated at room temperature using Raney nickel under a hydrogen atmosphere at atmospheric pressure. The catalyst is subsequently filtered off with suction and destroyed using ethanol. The filtrate is evaporated, and the product is purified by filtration through silica gel.